From a dataset of the Open Reaction Database (ORD), a public repository of structured organic reaction records. describe an organic reaction: reactants, conditions, products, and yield Reactants: O=CC1=CC=C(Cl)C=C1. Reagents/catalysts: NC, N=1C=C(C(=C2C=CC3=C(N=CC(=C3C)C)C12)C)C, O1B(OC(C)(C)C1(C)C)B2OC(C)(C)C(O2)(C)C, O1BOC(C)(C)C1(C)C, C[OH2+].C[OH2+].C1CC=CCCC=C1.C1CC=CCCC=C1.[Ir].[Ir]. Solvent: O1CCCC1. Conditions: temperature 90 celsius, time 12 hour. Product: O=CC1=CC=C(Cl)C(=C1)B2OC(C)(C)C(O2)(C)C. Yield: 66.0%. The reactants are C(C1=CC=CC=C1)OC1=C(N(C(=C1OCC1=CC=CC=C1)C(N(C)C)=O)C1=CC=C(C=C1)O)C(=O)OCC (Ethyl 3,4-bis(benzyloxy)-5-(dimethylcarbamoyl)-1-(4-hydroxyphenyl)-1H-pyrrole-2-carboxylate), Cl.ClCCCN1CCOCC1 (4-(3-chloropropyl)morpholine hydrochloride), C(=O)([O-])[O-].[K+].[K+] (K2CO3). Solvent: CN(C)C=O (DMF). Yields the product C(C1=CC=CC=C1)OC1=C(N(C(=C1OCC1=CC=CC=C1)C(N(C)C)=O)C1=CC=C(C=C1)OCCCN1CCOCC1)C(=O)OCC (Ethyl 3,4-bis(benzyloxy)-5-(dimethylcarbamoyl)-1-(4-(3-morpholinopropoxy)phenyl)-1H-pyrrole-2-carboxylate). Yield: 55.4%. As a reaction SMILES: [CH2:1]([O:8][C:9]1[C:13]([O:14][CH2:15][C:16]2[CH:21]=[CH:20][CH:19]=[CH:18][CH:17]=2)=[C:12]([C:22](=[O:26])[N:23]([CH3:25])[CH3:24])[N:11]([C:27]2[CH:32]=[CH:31][C:30]([OH:33])=[CH:29][CH:28]=2)[C:10]=1[C:34]([O:36][CH2:37][CH3:38])=[O:35])[C:2]1[CH:7]=[CH:6][CH:5]=[CH:4][CH:3]=1.Cl.Cl[CH2:41][CH2:42][CH2:43][N:44]1[CH2:49][CH2:48][O:47][CH2:46][CH2:45]1.C([O-])([O-])=O.[K+].[K+]>CN(C=O)C>[CH2:1]([O:8][C:9]1[C:13]([O:14][CH2:15][C:16]2[CH:21]=[CH:20][CH:19]=[CH:18][CH:17]=2)=[C:12]([C:22](=[O:26])[N:23]([CH3:25])[CH3:24])[N:11]([C:27]2[CH:32]=[CH:31][C:30]([O:33][CH2:41][CH2:42][CH2:43][N:44]3[CH2:49][CH2:48][O:47][CH2:46][CH2:45]3)=[CH:29][CH:28]=2)[C:10]=1[C:34]([O:36][CH2:37][CH3:38])=[O:35])[C:2]1[CH:7]=[CH:6][CH:5]=[CH:4][CH:3]=1 |f:1.2,3.4.5|. Procedure details: A solution of ethyl 3,4-bis(benzyloxy)-5-(dimethylcarbamoyl)-1-(4-hydroxyphenyl)-1H-pyrrole-2-carboxylate (36) (45 mg, 0.09 mmol), 4-(3-chloropropyl)morpholine hydrochloride (19 mg, 0.10 mmol) and K2CO3 (25 mg, 0.18 mmol) in DMF (1 mL) was stirred at 60° C. for 18 h. The reaction mixture was partitioned between EtOAc (10 mL) and water (5 mL), the organic layer was separated and washed with brine (5 mL), dried (MgSO4), filtered and concentrated in vacuo. The residue was dissolved in MeOH (2 mL) a... The reactants are CC(CC(O)C1=CC=C(C=C1)C)(C)C ((±)-3,3-dimethyl-1-p-tolyl-butan-1-ol). Reagents/catalysts: [O-2].[O-2].[Mn+4] (manganese dioxide). The solvent is CCCCCC (hexane). Run at temperature 65 celsius. Product: CC(CC(=O)C1=CC=C(C=C1)C)(C)C (3,3-Dimethyl-1-p-tolyl-butan-1-one). Yield: 102.3%. RXN SMILES: [CH3:1][C:2]([CH3:14])([CH3:13])[CH2:3][CH:4]([C:6]1[CH:11]=[CH:10][C:9]([CH3:12])=[CH:8][CH:7]=1)[OH:5]>CCCCCC.[O-2].[O-2].[Mn+4]>[CH3:1][C:2]([CH3:14])([CH3:13])[CH2:3][C:4]([C:6]1[CH:7]=[CH:8][C:9]([CH3:12])=[CH:10][CH:11]=1)=[O:5] |f:2.3.4|. Procedure details: To a stirred solution of (±)-3,3-dimethyl-1-p-tolyl-butan-1-ol (2.15 g, 11.3 mmol) in hexane (30 mL) add manganese dioxide (2.94 g, 33.8 mmol) and heat the mixture overnight at 65° C. Cool to ambient temperature, filter the manganese salts, and concentrate in vacuo to give the desired intermediate as a colorless oil (2.2 g, 100%). Starting materials: N1=C(C=NC2=CC=CC=C12)N1CCC2(CCCNC2=O)CC1 (9-quinoxalin-2-yl-2,9-diaza-spiro[5.5]undecan-1-one), C1CCOC1 (THF), BrCC1=C2C=CN(C2=CC=C1)S(=O)(=O)C1=CC=C(C=C1)C (4-bromomethyl-1-(toluene-4-sulfonyl)-1H-indole). Run in [NH4+].[Cl-] (NH4Cl). Run at time 10 minute. The product is N1C=CC2=C(C=CC=C12)CN1C(C2(CCC1)CCN(CC2)C2=NC1=CC=CC=C1N=C2)=O (2-((1H-indol-4-yl)methyl)-9-(quinoxalin-2-yl)-2,9-diazaspiro[5.5]undecan-1-one). The yield is 55.3%. Reaction SMILES: [N:1]1[C:10]2[C:5](=[CH:6][CH:7]=[CH:8][CH:9]=2)[N:4]=[CH:3][C:2]=1[N:11]1[CH2:22][CH2:21][C:14]2([C:19](=[O:20])[NH:18][CH2:17][CH2:16][CH2:15]2)[CH2:13][CH2:12]1.C1COCC1.Br[CH2:29][C:30]1[CH:38]=[CH:37][CH:36]=[C:35]2[C:31]=1[CH:32]=[CH:33][N:34]2S(C1C=CC(C)=CC=1)(=O)=O>[NH4+].[Cl-]>[NH:34]1[C:35]2[C:31](=[C:30]([CH2:29][N:18]3[CH2:17][CH2:16][CH2:15][C:14]4([CH2:21][CH2:22][N:11]([C:2]5[CH:3]=[N:4][C:5]6[C:10](=[CH:9][CH:8]=[CH:7][CH:6]=6)[N:1]=5)[CH2:12][CH2:13]4)[C:19]3=[O:20])[CH:38]=[CH:37][CH:36]=2)[CH:32]=[CH:33]1 |f:3.4|. Reported procedure: To a solution of 9-quinoxalin-2-yl-2,9-diaza-spiro[5.5]undecan-1-one (100 mg, 0.34 mmol) in THF (5 ml) sodium hydride 95% (18 mg, 0.74 mmol) was added and the mixture was stirred for 10 min at rt. Then 4-bromomethyl-1-(toluene-4-sulfonyl)-1H-indole (147 mg, 0.4 mmol) was added and the reaction mixture was heated at 50° C. over 18 h. Saturated aqueous NH4Cl solution (50 ml) was added and the reaction mixture was extracted with methylene chloride. The organic layer was dried over Na2SO4, filtered ... Starting materials: CN1C(=NC=C1C1=NN=C2N1N=C(C=C2)Cl)[N+](=O)[O-] (3-(1-methyl-2-nitro-5-imidazolyl)-6-chloro-s-triazolo[4,3-b]pyridazine), CNCCN(C)C (trimethylethylenediamine), 3-(1-methyl-2-nitro-5-imidazolyl)-6[N-methyl-N-(β-dimethyl-aminoethyl)-amino]-s-triazolo[4,3-b]pyridazine. Run in CN(C=O)C (dimethyl formamide). Product: CN1C(=NC=C1C1=NN=C2N1N=C(C=C2)N(CCN(C)C)C)[N+](=O)[O-] (3-(1-Methyl-2-nitro-5-imidazolyl)-6-[N-methyl-N(β-dimethylaminoethyl)-amino]-s-triazolo[4,3-b]pyridazine). As a reaction SMILES: [CH3:1][N:2]1[C:6]([C:7]2[N:11]3[N:12]=[C:13](Cl)[CH:14]=[CH:15][C:10]3=[N:9][N:8]=2)=[CH:5][N:4]=[C:3]1[N+:17]([O-:19])=[O:18].[CH3:20][NH:21][CH2:22][CH2:23][N:24]([CH3:26])[CH3:25]>CN(C)C=O>[CH3:1][N:2]1[C:6]([C:7]2[N:11]3[N:12]=[C:13]([N:21]([CH3:20])[CH2:22][CH2:23][N:24]([CH3:26])[CH3:25])[CH:14]=[CH:15][C:10]3=[N:9][N:8]=2)=[CH:5][N:4]=[C:3]1[N+:17]([O-:19])=[O:18]. Reported procedure: 0.65 g. 3-(1-methyl-2-nitro-5-imidazolyl)-6-chloro-s-triazolo[4,3-b]pyridazine were reacted in 13 ml. dimethyl formamide with 0.5 g. trimethylethylenediamine at 60° C. for 15 minutes. After working up the reaction mixture in a manner analogous to that described in Example 47, there was obtained 0.6 g. (75% of theory) of the desired 3-(1-methyl-2-nitro-5-imidazolyl)-6[N-methyl-N-(β-dimethyl-aminoethyl)-amino]-s-triazolo[4,3-b]pyridazine in the form of yellow crystals which have a melting point of... Procedure: Sodium hydroxide (0.5 ml of 2M in water) was added to a solution of ethyl 3-(phenylsulfanyl)-6-(3-pyridylmethoxy)benzo[b]thiophene-2-carboxylate (Example 1, 190 mg, 0.45 mmol) in 1,4-dioxane, and the mixture heated to 60° C. for 4 hours. The solvents were removed under reduced pressure, and the residue was dissolved in water (15 ml) and washed with ethyl acetate (25 ml). The aqueous layer was separated and acidified by dropwise addition of acetic acid until a white solid precipitated. The solid ... Reactants: [OH-].[Na+] (Sodium hydroxide), C1(=CC=CC=C1)SC=1C2=C(SC1C(=O)OCC)C=C(C=C2)OCC=2C=NC=CC2 (Ethyl 3-(phenylsulfanyl)-6-(3-pyridylmethoxy)benzo[b]thiophene-2-carboxylate). Run in O1CCOCC1 (1,4-dioxane). Yield: 79.1%. Product: C1(=CC=CC=C1)SC=1C2=C(SC1C(=O)O)C=C(C=C2)OCC=2C=NC=CC2 (3-(Phenylsulfanyl)-6-(3-pyridylmethoxy)benzo[b]thiophene-2-carboxylic Acid). RXN SMILES: [OH-].[Na+].[C:3]1([S:9][C:10]2[C:11]3[CH:23]=[CH:22][C:21]([O:24][CH2:25][C:26]4[CH:27]=[N:28][CH:29]=[CH:30][CH:31]=4)=[CH:20][C:12]=3[S:13][C:14]=2[C:15]([O:17]CC)=[O:16])[CH:8]=[CH:7][CH:6]=[CH:5][CH:4]=1>O1CCOCC1>[C:3]1([S:9][C:10]2[C:11]3[CH:23]=[CH:22][C:21]([O:24][CH2:25][C:26]4[CH:27]=[N:28][CH:29]=[CH:30][CH:31]=4)=[CH:20][C:12]=3[S:13][C:14]=2[C:15]([OH:17])=[O:16])[CH:8]=[CH:7][CH:6]=[CH:5][CH:4]=1 |f:0.1|. Reaction conditions: temperature 60 celsius. The reactants are C(C)OC(=O)COC1=CC=C(/C=C/C2=NC=3N(C(N(C(C3N2C)=O)CC)=O)CC)C=C1 ((E)-8-(4-Ethoxycarbonylmethoxystyryl)-1,3-diethyl-7-methylxanthine), O.[OH-].[Li+] (lithium hydroxide monohydrate), Cl (hydrochloric acid). The solvent is O1CCCC1 (tetrahydrofuran), C(C)O (ethanol), O (water). Reaction conditions: time 1 hour. Product: C(=O)(O)COC1=CC=C(/C=C/C2=NC=3N(C(N(C(C3N2C)=O)CC)=O)CC)C=C1 ((E)-8-(4-Carboxymethoxystyryl)-1,3-diethyl-7-methylxanthine). Yield: 21.4%. As a reaction SMILES: C([O:3][C:4]([CH2:6][O:7][C:8]1[CH:31]=[CH:30][C:11](/[CH:12]=[CH:13]/[C:14]2[N:22]([CH3:23])[C:21]3[C:20](=[O:24])[N:19]([CH2:25][CH3:26])[C:18](=[O:27])[N:17]([CH2:28][CH3:29])[C:16]=3[N:15]=2)=[CH:10][CH:9]=1)=[O:5])C.O.[OH-].[Li+].Cl>O1CCCC1.C(O)C.O>[C:4]([CH2:6][O:7][C:8]1[CH:31]=[CH:30][C:11](/[CH:12]=[CH:13]/[C:14]2[N:22]([CH3:23])[C:21]3[C:20](=[O:24])[N:19]([CH2:25][CH3:26])[C:18](=[O:27])[N:17]([CH2:28][CH3:29])[C:16]=3[N:15]=2)=[CH:10][CH:9]=1)([OH:5])=[O:3] |f:1.2.3|. Procedure details: Compound 180 (200 mg, 0.47 mmol) obtained in Reference Example 119 was dissolved in a mixed solvent of 4 ml of tetrahydrofuran, 4 ml of ethanol, and 2 ml of water. To the solution was added 98 mg (2.34 mmol) of lithium hydroxide monohydrate, and the mixture was stirred at room temperature for one hour. To the reaction solution was added 2N hydrochloric acid, and the mixture was extracted with chloroform and dried over anhydrous sodium sulfate, followed by evaporation under reduced pressure. The ... Starting materials: OCCC=1C=C(C=CC1)CC(C(=O)OCC)OC(C)C (ethyl 3-[3-(2-hydroxyethyl)phenyl]-2-isopropoxypropanoate), FC(C1=CC(=CC=C1)N=C=O)(F)F (α,α,α-trifluoro-m-tolylisocyanate). Product: C(C)(C)OC(C(=O)O)CC1=CC(=CC=C1)CCOC(=O)NC1=CC(=CC=C1)C(F)(F)F (2-Isopropoxy-3-{3-[2-({[3-(trifluoromethyl)anilino]-carbonyl}oxy)ethyl]phenyl}propanoic acid). As a reaction SMILES: [OH:1][CH2:2][CH2:3][C:4]1[CH:5]=[C:6]([CH2:10][CH:11]([O:17][CH:18]([CH3:20])[CH3:19])[C:12]([O:14]CC)=[O:13])[CH:7]=[CH:8][CH:9]=1.[F:21][C:22]([F:33])([F:32])[C:23]1[CH:28]=[CH:27][CH:26]=[C:25]([N:29]=[C:30]=[O:31])[CH:24]=1>>[CH:18]([O:17][CH:11]([CH2:10][C:6]1[CH:7]=[CH:8][CH:9]=[C:4]([CH2:3][CH2:2][O:1][C:30]([NH:29][C:25]2[CH:26]=[CH:27][CH:28]=[C:23]([C:22]([F:21])([F:32])[F:33])[CH:24]=2)=[O:31])[CH:5]=1)[C:12]([OH:14])=[O:13])([CH3:19])[CH3:20]. Procedure details: Using ethyl 3-[3-(2-hydroxyethyl)phenyl]-2-isopropoxypropanoate and α,α,α-trifluoro-m-tolylisocyanate, the title compound was obtained in the same manner as described in Example 148. The reactants are Cl.NCCCNCCCCNC(C(O)NC(CCCNC(=N)N)=O)=O (N-[4-(3-aminopropyl)aminobutyl]-2-(4-guanidinobutanamido)-2-hydroxyethanamide hydrochloride), Sephadex, Cl.N(C(=N)N)CCCC(=O)N (4-guanidinobutanamide hydrochloride), Cl.Cl.NCCCNCCCCNC(C(O)O)=O (N-[4-(3-aminopropyl)aminobutyl]-2,2-dihydroxyethanamide dihydrochloride), C(CCCC(=O)O)(=O)O (glutaric acid). Solvent: O (water), O (water). Reaction conditions: temperature 60 celsius. The product is NCCCNCCCCNC(C(O)NC(CCCNC(=N)N)=O)=O (N-[4-(3-aminopropyl)aminobutyl]-2-(4-guanidinobutanamido)-2-hydroxyethanamide). The yield is 35.0%. Reaction SMILES: Cl.N(CCCC(N)=O)C(N)=N.Cl.Cl.NCCCNCCCCNC(=O)C(O)O.C(O)(=O)CCCC(O)=O.Cl.[NH2:39][CH2:40][CH2:41][CH2:42][NH:43][CH2:44][CH2:45][CH2:46][CH2:47][NH:48][C:49](=[O:62])[CH:50]([NH:52][C:53](=[O:61])[CH2:54][CH2:55][CH2:56][NH:57][C:58]([NH2:60])=[NH:59])[OH:51]>O>[NH2:39][CH2:40][CH2:41][CH2:42][NH:43][CH2:44][CH2:45][CH2:46][CH2:47][NH:48][C:49](=[O:62])[CH:50]([NH:52][C:53](=[O:61])[CH2:54][CH2:55][CH2:56][NH:57][C:58]([NH2:60])=[NH:59])[OH:51] |f:0.1,2.3.4,6.7|. Procedure: A mixture of 360 mg (2 mmoles) of 4-guanidinobutanamide hydrochloride, 701 mg (2.4 mmole) of N-[4-(3-aminopropyl)aminobutyl]-2,2-dihydroxyethanamide dihydrochloride, 264 mg (2 mmoles) of glutaric acid and 0.36 ml of water was heated at 60° C. for 24 hours. After completion of the reaction, 5 ml of water was added to the reaction mixture, then passed through a column (20 mm inner diameter) packed with 150 ml of CM-Sephadex® C-25 (Na-type), and fractionated by the gradient elution method with 1.5 ...